This data is from the Open Reaction Database (ORD), a public repository of structured organic reaction records. The task is: describe an organic reaction: reactants, conditions, products, and yield Product: Cn1c2ccccc2c2nc3ccccc3c3cc(O)cc1c32. Reaction SMILES: [C:33](=[O:34])([O-:35])[OH:36].[CH3:1][O:2][c:3]1[cH:4][c:5]2[n:6]([CH3:24])[c:7]3[cH:8][cH:9][cH:10][cH:11][c:12]3[c:13]3[c:14]2[c:15]([cH:16]1)[c:17]1[cH:18][cH:19][cH:20][cH:21][c:22]1[n:23]3.[CH3:31][OH:32].[CH3:38][CH2:39][O:40][C:41](=[O:42])[CH3:43].[Na+:37].[cH:25]1[cH:26][cH:27][cH:28][cH:29][cH:30]1>>[OH:2][c:3]1[cH:4][c:5]2[n:6]([CH3:24])[c:7]3[cH:8][cH:9][cH:10][cH:11][c:12]3[c:13]3[c:14]2[c:15]([cH:16]1)[c:17]1[cH:18][cH:19][cH:20][cH:21][c:22]1[n:23]3. Starting materials: O=C([O-])O, COc1cc2c3ccccc3nc3c4ccccc4n(C)c(c1)c23, CO, CCOC(C)=O, [Na+], c1ccccc1. Reactants: ClC1=CC(=NC=N1)NC1=CC=C(C=C1)OC (6-chloro-N-(4-methoxyphenyl)pyrimidine-4-amine), CNCCO (2-(methylamino)ethanol), CCN(C(C)C)C(C)C (DIPEA). Solvent: Cl (hydrochloride), CCCCO (n-BuOH). Conditions: temperature 200 celsius. Product: COC1=CC=C(C=C1)NC1=CC(=NC=N1)N(CCO)C (2-((6-(4-Methoxyphenylamino)pyrimidin-4-yl)(methyl)amino)ethan-1-ol). The yield is 89.0%. As a reaction SMILES: Cl[C:2]1[N:7]=[CH:6][N:5]=[C:4]([NH:8][C:9]2[CH:14]=[CH:13][C:12]([O:15][CH3:16])=[CH:11][CH:10]=2)[CH:3]=1.[CH3:17][NH:18][CH2:19][CH2:20][OH:21].CCN(C(C)C)C(C)C>Cl.CCCCO>[CH3:16][O:15][C:12]1[CH:13]=[CH:14][C:9]([NH:8][C:4]2[N:5]=[CH:6][N:7]=[C:2]([N:18]([CH3:17])[CH2:19][CH2:20][OH:21])[CH:3]=2)=[CH:10][CH:11]=1. Reported procedure: 75 mg of 6-chloro-N-(4-methoxyphenyl)pyrimidine-4-amine in the form of a hydrochloride, 23 mg of 2-(methylamino)ethanol and 90 mg of DIPEA were dissolved in 1 mL of n-BuOH and charged into a microwave vial and the vial obtained was heated to 200° C. for 30 minutes under microwave irradiation. The reaction was monitored by TLC. The crude product was obtained by evaporating n-BuOH. Purification was carried out by column chromatography using EtOAc. 2-((6-(4-Methoxyphenylamino)pyrimidin-4-yl)(methyl... Starting materials: O=C([O-])[O-], C#CCCCCCOC, CC#N, CC(C)c1cc(C(C)C)c(-c2ccccc2P(C2CCCCC2)C2CCCCC2)c(C(C)C)c1, Cl, [Cs+], [Cs+], COC(=O)C1(N)CCC(c2ccc(Br)cc2)C1. Product: COCCCCCC#Cc1ccc(C2CCC(N)(C(=O)OC)C2)cc1. As a reaction SMILES: [C:53](=[O:54])([O-:55])[O-:56].[CH3:59][O:60][CH2:61][CH2:62][CH2:63][CH2:64][CH2:65][C:66]#[CH:67].[CH3:68][C:69]#[N:70].[CH:19]1([P:20]([CH:21]2[CH2:22][CH2:23][CH2:24][CH2:25][CH2:26]2)[c:27]2[cH:28][cH:29][cH:30][cH:31][c:32]2-[c:33]2[c:34]([CH:35]([CH3:36])[CH3:37])[cH:38][c:39]([CH:40]([CH3:41])[CH3:42])[cH:43][c:44]2[CH:45]([CH3:46])[CH3:47])[CH2:48][CH2:49][CH2:50][CH2:51][CH2:52]1.[ClH:1].[Cs+:57].[Cs+:58].[NH2:2][C:3]1([C:15](=[O:16])[O:17][CH3:18])[CH2:4][CH:5]([c:8]2[cH:9][cH:10][c:11]([Br:14])[cH:12][cH:13]2)[CH2:6][CH2:7]1>>[NH2:2][C:3]1([C:15](=[O:16])[O:17][CH3:18])[CH2:4][CH:5]([c:8]2[cH:9][cH:10][c:11]([C:67]#[C:66][CH2:65][CH2:64][CH2:63][CH2:62][CH2:61][O:60][CH3:59])[cH:12][cH:13]2)[CH2:6][CH2:7]1. The reactants are FCC1=NO[C@H]2[C@@H]1COC2 ((3aS,6aS)-rel-3-fluoromethyl-3a,4,6,6a-tetrahydro-furo[3,4-d]isoxazole), BrC1=C(C=CC=C1)F (1-bromo-2-fluorobenzene). Product: FC[C@@]1(NO[C@H]2[C@@H]1COC2)C2=C(C=CC=C2)F ((3S,3aS,6aS)-rel-3-fluoromethyl-3-(2-fluoro-phenyl)-hexahydro-furo[3,4-d]isoxazole). As a reaction SMILES: [F:1][CH2:2][C:3]1[C@H:7]2[CH2:8][O:9][CH2:10][C@H:6]2[O:5][N:4]=1.Br[C:12]1[CH:17]=[CH:16][CH:15]=[CH:14][C:13]=1[F:18]>>[F:1][CH2:2][C@@:3]1([C:12]2[CH:17]=[CH:16][CH:15]=[CH:14][C:13]=2[F:18])[C@H:7]2[CH2:8][O:9][CH2:10][C@H:6]2[O:5][NH:4]1. Procedure details: Intermediate VI-2: Starting from (3aS,6aS)-rel-3-fluoromethyl-3a,4,6,6a-tetrahydro-furo[3,4-d]isoxazole and 1-bromo-2-fluorobenzene, the product (3S,3aS,6aS)-rel-3-fluoromethyl-3-(2-fluoro-phenyl)-hexahydro-furo[3,4-d]isoxazole was obtained as a light yellow oil. MS: m/z=242.1 [M+H]+. The reactants are [BH4-], COc1ccc2c(c1)CCC1C2CCC2(C)C(=O)C(C)CC12, CCO, Cl, [Na+], O. Product: COc1ccc2c(c1)CCC1C2CCC2(C)C(O)C(C)CC12. As a reaction SMILES: [BH4-:23].[CH3:1][O:2][c:3]1[cH:4][c:5]2[c:18]([cH:19][cH:20]1)[CH:17]1[CH:8]([CH2:7][CH2:6]2)[CH:9]2[CH2:10][CH:11]([CH3:22])[C:12](=[O:21])[C:13]2([CH3:14])[CH2:15][CH2:16]1.[CH3:27][CH2:28][OH:29].[ClH:25].[Na+:24].[OH2:26]>>[CH3:1][O:2][c:3]1[cH:4][c:5]2[c:18]([cH:19][cH:20]1)[CH:17]1[CH:8]([CH2:7][CH2:6]2)[CH:9]2[CH2:10][CH:11]([CH3:22])[CH:12]([OH:21])[C:13]2([CH3:14])[CH2:15][CH2:16]1. The reactants are C(C)(=O)O[C@@H]1C([C@@H]2CC[C@]3([C@@]4(CC[C@@]5([C@@H]([C@H]4CC[C@@H]3[C@]2(CC1)C)[C@@H](CC5)C(=C)C)C(=O)N[C@H]5C([C@H](C5)C(=O)N[C@H](C(=O)OC)CC(C)C)(C)C)C)C)(C)C ((S)-methyl 2-((1S,3R)-3-((1R,3aS,5aR,5bR,7aR,9S,11aR,11bR,13aR,13bR)-9-acetoxy-5a,5b,8,8,11a-pentamethyl-1-(prop-1-en-2-yl)icosahydro-1H-cyclopenta[a]chrysene-3a-carboxamido)-2,2-dimethylcyclobutanecarboxamido)-4-methylpentanoate), [OH-].[Na+] (NaOH). Run in CO.C1CCOC1 (MeOH THF). Reaction conditions: time 16 hour. Product: O[C@@H]1C([C@@H]2CC[C@]3([C@@]4(CC[C@@]5([C@@H]([C@H]4CC[C@@H]3[C@]2(CC1)C)[C@@H](CC5)C(=C)C)C(=O)N[C@H]5C([C@H](C5)C(=O)N[C@H](C(=O)O)CC(C)C)(C)C)C)C)(C)C ((S)-2-((1S,3R)-3-((1R,3aS,5aR,5bR,7aR,9S,11aR,11bR,13aR,13bR)-9-hydroxy-5a,5b,8,8,11a-pentamethyl-1-(prop-1-en-2-yl)icosahydro-1H-cyclopenta[a]chrysene-3a-carboxamido)-2,2-dimethylcyclobutanecarboxamido)-4-methylpentanoic acid). The yield is 56.7%. RXN SMILES: C([O:4][C@H:5]1[CH2:22][CH2:21][C@@:20]2([CH3:23])[C@@H:7]([CH2:8][CH2:9][C@:10]3([CH3:52])[C@@H:19]2[CH2:18][CH2:17][C@H:16]2[C@@:11]3([CH3:51])[CH2:12][CH2:13][C@@:14]3([C:30]([NH:32][C@@H:33]4[CH2:36][C@H:35]([C:37]([NH:39][C@@H:40]([CH2:45][CH:46]([CH3:48])[CH3:47])[C:41]([O:43]C)=[O:42])=[O:38])[C:34]4([CH3:50])[CH3:49])=[O:31])[CH2:26][CH2:25][C@@H:24]([C:27]([CH3:29])=[CH2:28])[C@@H:15]32)[C:6]1([CH3:54])[CH3:53])(=O)C.[OH-].[Na+]>CO.C1COCC1>[OH:4][C@H:5]1[CH2:22][CH2:21][C@@:20]2([CH3:23])[C@@H:7]([CH2:8][CH2:9][C@:10]3([CH3:52])[C@@H:19]2[CH2:18][CH2:17][C@H:16]2[C@@:11]3([CH3:51])[CH2:12][CH2:13][C@@:14]3([C:30]([NH:32][C@@H:33]4[CH2:36][C@H:35]([C:37]([NH:39][C@@H:40]([CH2:45][CH:46]([CH3:47])[CH3:48])[C:41]([OH:43])=[O:42])=[O:38])[C:34]4([CH3:50])[CH3:49])=[O:31])[CH2:26][CH2:25][C@@H:24]([C:27]([CH3:29])=[CH2:28])[C@@H:15]32)[C:6]1([CH3:53])[CH3:54] |f:1.2,3.4|. Procedure: To a stirred solution of (S)-methyl 2-((1S,3R)-3-((1R,3aS,5aR,5bR,7aR,9S,11aR,11bR,13aR,13bR)-9-acetoxy-5a,5b,8,8,11a-pentamethyl-1-(prop-1-en-2-yl)icosahydro-1H-cyclopenta[a]chrysene-3a-carboxamido)-2,2-dimethylcyclobutanecarboxamido)-4-methylpentanoate (Example 41, 0.190 g, 0.253 mmol) in MeOH:THF (2:1) (7.5 ml) 2N NaOH (2.5 ml) was added at 0° C. and allowed to stir at room temperature for about 16 hours. After completion of the reaction (monitored by TLC), the volatiles were evaporated and t... The reactants are CCOC(=O)CC(=O)Cl, CCN, c1ccccc1. The product is CCNC(=O)CC(=O)OCC. RXN SMILES: [C:1](=[O:2])([O:3][CH2:4][CH3:5])[CH2:6][C:7](=[O:8])[Cl:9].[CH3:10][CH2:11][NH2:12].[cH:13]1[cH:14][cH:15][cH:16][cH:17][cH:18]1>>[C:1](=[O:2])([O:3][CH2:4][CH3:5])[CH2:6][C:7](=[O:8])[NH:12][CH2:11][CH3:10]. Starting materials: COC(OC)N(C)C, CC1C(=O)CC2CCCC1N2S(=O)(=O)c1ccc(Cl)cc1, CN(C)C=O. Product: CC1C(=O)C(=CN(C)C)C2CCCC1N2S(=O)(=O)c1ccc(Cl)cc1. RXN SMILES: [CH3:22][O:23][CH:24]([N:25]([CH3:26])[CH3:27])[O:28][CH3:29].[Cl:1][c:2]1[cH:3][cH:4][c:5]([S:8](=[O:9])(=[O:10])[N:11]2[CH:12]3[CH:13]([CH3:21])[C:14](=[O:20])[CH2:15][CH:16]2[CH2:17][CH2:18][CH2:19]3)[cH:6][cH:7]1.[O:30]=[CH:31][N:32]([CH3:33])[CH3:34]>>[Cl:1][c:2]1[cH:3][cH:4][c:5]([S:8](=[O:9])(=[O:10])[N:11]2[CH:12]3[CH:13]([CH3:21])[C:14](=[O:20])[C:15](=[CH:24][N:25]([CH3:26])[CH3:27])[CH:16]2[CH2:17][CH2:18][CH2:19]3)[cH:6][cH:7]1. Starting materials: BrC1=CC(=C(C=C1)C(C(F)(F)F)=NO)F (1-(4-bromo-2-fluoro-phenyl)-2,2,2-trifluoro-ethanone oxime), N12CCCCCC2=NCCC1 (1,8-diazabicyclo[5.4.0]undec-7-ene), C1CCOC1 (THF). Run in C(Cl)Cl (CH2Cl2). Reaction conditions: temperature 150 celsius. The product is BrC1=CC2=C(C(=NO2)C(F)(F)F)C=C1 (6-Bromo-3-trifluoromethyl-benzo[d]isoxazole). The yield is 67.3%. Reaction SMILES: [Br:1][C:2]1[CH:7]=[CH:6][C:5]([C:8](=[N:13][OH:14])[C:9]([F:12])([F:11])[F:10])=[C:4](F)[CH:3]=1.N12CCCN=C1CCCCC2.C1COCC1>C(Cl)Cl>[Br:1][C:2]1[CH:7]=[CH:6][C:5]2[C:8]([C:9]([F:12])([F:11])[F:10])=[N:13][O:14][C:4]=2[CH:3]=1. Reported procedure: A solution consisting of 1-(4-bromo-2-fluoro-phenyl)-2,2,2-trifluoro-ethanone oxime (3.2 g, 11 mmol), 1,8-diazabicyclo[5.4.0]undec-7-ene (DBU) (1.1 mL, 7.4 mmol) and THF (42 mL) was heated at 150° C. via microwave irradiation for 30 min. The reaction mixture was diluted with CH2Cl2 (25 mL) and washed with HCl (1 N aq., 25 mL). The organic layer was then dried (Na2SO4), concentrated and purified (FCC) to yield the title compound (1.97 g, 66%). Starting materials: COC(=O)c1ccc(COC(C)=O)c2ccccc12, CO, Cl, [Na+], [OH-]. Yields the product COC(=O)c1ccc(CO)c2ccccc12. As a reaction SMILES: [C:1](=[O:2])([CH3:3])[O:4][CH2:5][c:6]1[cH:7][cH:8][c:9]([C:16](=[O:17])[O:18][CH3:19])[c:10]2[cH:11][cH:12][cH:13][cH:14][c:15]12.[CH3:23][OH:24].[ClH:22].[Na+:21].[OH-:20]>>[OH:4][CH2:5][c:6]1[cH:7][cH:8][c:9]([C:16](=[O:17])[O:18][CH3:19])[c:10]2[cH:11][cH:12][cH:13][cH:14][c:15]12.